This data is from the Open Reaction Database (ORD), a public repository of structured organic reaction records. The task is: describe an organic reaction: reactants, conditions, products, and yield Reactants: Cl (HCl), CN(CCN1C=NC=C1C=1C=C(C=CC1)N)C (3-[3-(2-Dimethylaminoethyl)-3H-imidazol-4-yl]phenylamine), ClC=1N=CC2=C(N1)NC(=C2)C=2CCN(CC2)C(=O)OC(C)(C)C (tert-butyl 4-(chloro-7H-pyrrolo[2,3-d]pyrimidin-6-yl)-3,6-dihydro-2H-pyridine-1-carboxylate), C(C)(C)(C)OC(=O)OC(=O)OC(C)(C)C (Di-tert-butyldicarbonate), C(C)(C)N(C(C)C)CC (N,N-diisopropylethylamine). Solvent: CCOCC (ether), CN(C)C=O (DMF), C(CCC)O (1-butanol). Conditions: temperature 120 celsius, time 48 hour. Product: CN(CCN1C=NC=C1C=1C=C(C=CC1)NC=1C2=C(N=CN1)NC(=C2)C=2CCN(CC2)C(=O)OC(C)(C)C)C (tert-Butyl 4-(4-{3-[3-(2-dimethylaminoethyl)-3H-imidazol-4-yl]phenylamino}-7H-pyrrolo[2,3-d]pyrimidin-6-yl)-3,6-dihydro-2H-pyridine-1-carboxylate). Reaction SMILES: [CH3:1][N:2]([CH3:17])[CH2:3][CH2:4][N:5]1[C:9]([C:10]2[CH:11]=[C:12]([NH2:16])[CH:13]=[CH:14][CH:15]=2)=[CH:8][N:7]=[CH:6]1.Cl[C:19]1[N:20]=[CH:21][C:22]2[CH:27]=[C:26]([C:28]3[CH2:29][CH2:30][N:31]([C:34]([O:36][C:37]([CH3:40])([CH3:39])[CH3:38])=[O:35])[CH2:32][CH:33]=3)[NH:25][C:23]=2[N:24]=1.Cl.C(OC(OC(OC(C)(C)C)=O)=O)(C)(C)C.C(N(CC)C(C)C)(C)C>C(O)CCC.CCOCC.CN(C=O)C>[CH3:1][N:2]([CH3:17])[CH2:3][CH2:4][N:5]1[C:9]([C:10]2[CH:11]=[C:12]([NH:16][C:21]3[C:22]4[CH:27]=[C:26]([C:28]5[CH2:29][CH2:30][N:31]([C:34]([O:36][C:37]([CH3:40])([CH3:39])[CH3:38])=[O:35])[CH2:32][CH:33]=5)[NH:25][C:23]=4[N:24]=[CH:19][N:20]=3)[CH:13]=[CH:14][CH:15]=2)=[CH:8][N:7]=[CH:6]1. Procedure: 3-[3-(2-Dimethylaminoethyl)-3H-imidazol-4-yl]phenylamine (110 mg, 0.478 mmol) was added to a solution of tert-butyl 4-(chloro-7H-pyrrolo[2,3-d]pyrimidin-6-yl)-3,6-dihydro-2H-pyridine-1-carboxylate (133 mg, 0.398 mmol) in 1-butanol (2.0 mL). The reaction was stirred at 120° C. for 48 h. 0.8 mL of 1 N HCl in ether was then added and the mixture was stirred further at 120° C. for 15 h. LC-MS showed the displacement reaction was complete and the BOC group in the desired product was completely remove... The reactants are ClC=1C2=C(N=CN1)C=C(S2)C#C (4-chloro-6-ethynyl-thieno[3,2-d]pyrimidine), C[Si](C)(C)CN=[N+]=[N-] (trimethylsilylmethyl azide), CCN(C(C)C)C(C)C (DIEA). The reagents and catalysts are [Cu]I (CuI). Solvent: CN(C)C=O (DMF). Reaction conditions: time 24 hour. Product: ClC=1C2=C(N=CN1)C=C(S2)C=2N=NN(C2)C[Si](C)(C)C (4-chloro-6-(1-trimethylsilanylmethyl-1H-[1,2,3]triazol-4-yl)-thieno[3,2-d]pyrimidine). As a reaction SMILES: [Cl:1][C:2]1[C:3]2[S:10][C:9]([C:11]#[CH:12])=[CH:8][C:4]=2[N:5]=[CH:6][N:7]=1.[CH3:13][Si:14]([CH2:17][N:18]=[N+:19]=[N-:20])([CH3:16])[CH3:15].CCN(C(C)C)C(C)C>CN(C=O)C.[Cu]I>[Cl:1][C:2]1[C:3]2[S:10][C:9]([C:11]3[N:20]=[N:19][N:18]([CH2:17][Si:14]([CH3:16])([CH3:15])[CH3:13])[CH:12]=3)=[CH:8][C:4]=2[N:5]=[CH:6][N:7]=1. Reported procedure: A mixture of compound 48.2 (1.0 mmol), trimethylsilylmethyl azide (5.0 mmol), CuI (0.2 mmol), and DIEA (1.0 mmol) in DMF (10 mL) was stirred at room temperature for 24 hours. The solvent was removed and the residue was diluted with water and extracted with EtOAc. The organic layer was washed with dilute aqueous ammonium hydroxide, brine, dried, concentrated and purified by flash column chromatography to provide 4-chloro-6-(1-trimethylsilanylmethyl-1H-[1,2,3]triazol-4-yl)-thieno[3,2-d]pyrimidine ... Starting materials: NC(=O)c1cn(-c2ccccc2)nc1-c1ccc([N+](=O)[O-])o1, O=NOS(=O)(=O)O, O, O=P(O)(O)O. Yields the product O=C(O)c1cn(-c2ccccc2)nc1-c1ccc([N+](=O)[O-])o1. RXN SMILES: [N+:8](=[O:9])([O-:10])[c:11]1[cH:12][cH:13][c:14](-[c:16]2[n:17][n:18](-[c:24]3[cH:25][cH:26][cH:27][cH:28][cH:29]3)[cH:19][c:20]2[C:21](=[O:22])[NH2:23])[o:15]1.[N:1](=[O:2])[O:3][S:4](=[O:5])(=[O:6])[OH:7].[OH2:30].[P:31](=[O:32])([OH:33])([OH:34])[OH:35]>>[OH:2][C:21]([c:20]1[c:16](-[c:14]2[cH:13][cH:12][c:11]([N+:8](=[O:9])[O-:10])[o:15]2)[n:17][n:18](-[c:24]2[cH:25][cH:26][cH:27][cH:28][cH:29]2)[cH:19]1)=[O:22].